Dataset: the Open Reaction Database (ORD), a public repository of structured organic reaction records. Task: describe an organic reaction: reactants, conditions, products, and yield The reactants are ClC=1C2=C(N=CN1)SC1=C2CCN(C1)C(=O)OC(C)(C)C (tert-Butyl 4-chloro-5,8-dihydropyrido[4′,3′:4,5]thieno[2,3-d]pyrimidine-7(6H)-carboxylate), NC=1C(=CC(=C(C1)O)C)F (5-amino-4-fluoro-2-methylphenol). The product is Cl.FC1=CC(=C(C=C1NC=1C2=C(N=CN1)SC1=C2CCNC1)O)C (4-Fluoro-2-methyl-5-(5,6,7,8-tetrahydropyrido[4′,3′:4,5]thieno[2,3-d]pyrimidin-4-ylamino)phenol hydrochloride). Reaction SMILES: [Cl:1][C:2]1[C:3]2[C:10]3[CH2:11][CH2:12][N:13](C(OC(C)(C)C)=O)[CH2:14][C:9]=3[S:8][C:4]=2[N:5]=[CH:6][N:7]=1.[NH2:22][C:23]1[C:24]([F:31])=[CH:25][C:26]([CH3:30])=[C:27]([OH:29])[CH:28]=1>>[ClH:1].[F:31][C:24]1[C:23]([NH:22][C:2]2[C:3]3[C:10]4[CH2:11][CH2:12][NH:13][CH2:14][C:9]=4[S:8][C:4]=3[N:5]=[CH:6][N:7]=2)=[CH:28][C:27]([OH:29])=[C:26]([CH3:30])[CH:25]=1 |f:2.3|. Procedure: The title compound was prepared in analogy to Example 65A from tert-butyl 4-chloro-5,8-dihydropyrido[4′,3′:4,5]thieno[2,3-d]pyrimidine-7(6H)-carboxylate from Example 11A (2.20 g, 6.75 mmol) and 5-amino-4-fluoro-2-methylphenol (1.00 g, 7.09 mmol) to yield 2.69 g (100%). Reactants: CC1([C@@H](N2[C@H](S1)[C@@H](C2=O)NC(=O)CC=3C=CC=CC3)C(=O)O)C.C(C)[NH+](CC)CC (penicillin-G triethylammonium), solution, C(C)OC(=O)Cl (chloroformic acid ethyl ester), [N-]=[N+]=[N-].[Na+] (sodium azide). Run in C(Cl)Cl (methylene chloride), O1CCCC1 (tetrahydrofurane), O1CCCC1 (tetrahydrofurane), O (water), ice water. Run at temperature -10 celsius. The product is CC1([C@@H](N2[C@H](S1)[C@@H](C2=O)NC(=O)CC=3C=CC=CC3)C(=O)O)C.[N-]=[N+]=[N-] (penicillin-G azide). RXN SMILES: [CH3:1][C:2]1([CH3:23])[S:6][C@@H:5]2[C@H:7]([NH:10][C:11]([CH2:13][C:14]3[CH:15]=[CH:16][CH:17]=[CH:18][CH:19]=3)=[O:12])[C:8](=[O:9])[N:4]2[C@H:3]1[C:20]([OH:22])=[O:21].C([NH+](CC)CC)C.C(OC(Cl)=O)C.[N-:37]=[N+:38]=[N-:39].[Na+]>C(Cl)Cl.O1CCCC1.O>[CH3:1][C:2]1([CH3:23])[S:6][C@@H:5]2[C@H:7]([NH:10][C:11]([CH2:13][C:14]3[CH:15]=[CH:16][CH:17]=[CH:18][CH:19]=3)=[O:12])[C:8](=[O:9])[N:4]2[C@H:3]1[C:20]([OH:22])=[O:21].[N-:37]=[N+:38]=[N-:39] |f:0.1,3.4,8.9|. Procedure: A solution of the penicillin-G triethylammonium salt thus obtainable, in a mixture of 40 ml of methylene chloride and 40 ml of tetrahydrofurane, is cooled to -10° C. and 2.9 ml of a 10 ml solution of 2 ml of chloroformic acid ethyl ester in tetrahydrofurane are slowly added, whilst stirring. The mixture is stirred for 90 minutes at -5° to 0° C., a solution of 0.395 g of sodium azide in 4 ml of water is then added, and the mixture is stirred for 30 minutes at -5° to 0° C. It is diluted with 100 m... The reactants are N1CCOCC1 (Morpholine), ClC1=C2C(=CN(C1=O)C)C(N(C2=O)CCC2=NC1=CC=CC=C1C=C2)=O (7-chloro-5-methyl-2-(2-quinolin-2-yl-ethyl)-5H-pyrrolo[3,4-c]pyridine-1,3,6-trione). Solvent: CCO (EtOH). Reaction conditions: temperature 90 celsius, time 16 hour. The product is CN1C=C2C(=C(C1=O)N1CCOCC1)C(N(C2=O)CCC2=NC1=CC=CC=C1C=C2)=O (5-Methyl-7-morpholin-4-yl-2-(2-quinolin-2-yl-ethyl)-5H-pyrrolo[3,4-c]pyridine-1,3,6-trione). The yield is 123.0%. As a reaction SMILES: [NH:1]1[CH2:6][CH2:5][O:4][CH2:3][CH2:2]1.Cl[C:8]1[C:13](=[O:14])[N:12]([CH3:15])[CH:11]=[C:10]2[C:16](=[O:32])[N:17]([CH2:20][CH2:21][C:22]3[CH:31]=[CH:30][C:29]4[C:24](=[CH:25][CH:26]=[CH:27][CH:28]=4)[N:23]=3)[C:18](=[O:19])[C:9]=12>CCO>[CH3:15][N:12]1[C:13](=[O:14])[C:8]([N:1]2[CH2:6][CH2:5][O:4][CH2:3][CH2:2]2)=[C:9]2[C:18](=[O:19])[N:17]([CH2:20][CH2:21][C:22]3[CH:31]=[CH:30][C:29]4[C:24](=[CH:25][CH:26]=[CH:27][CH:28]=4)[N:23]=3)[C:16](=[O:32])[C:10]2=[CH:11]1. Procedure details: Morpholine (0.355 ml, 4.08 mmol) was added to a solution of 7-chloro-5-methyl-2-(2-quinolin-2-yl-ethyl)-5H-pyrrolo[3,4-c]pyridine-1,3,6-trione (0.5 g, 1.36 mmol, see Example c1)) in EtOH (30 ml) and the reaction was stirred at 90° C. for 16 h. The solvent was removed to give the title compound (0.7 g, 123% yield), which was used in the next steps without further purification. Conditions: time 1 hour. Reaction SMILES: [Cl:1][C:2]1[CH:3]=[C:4]([N:9]=[C:10]=[O:11])[CH:5]=[C:6]([Cl:8])[CH:7]=1.[CH3:12][O:13][C:14]1[CH:20]=[CH:19][C:18]([C:21]([F:24])([F:23])[F:22])=[CH:17][C:15]=1[NH2:16]>C1(C)C=CC=CC=1>[Cl:1][C:2]1[CH:3]=[C:4]([NH:9][C:10]([NH:16][C:15]2[CH:17]=[C:18]([C:21]([F:23])([F:24])[F:22])[CH:19]=[CH:20][C:14]=2[O:13][CH3:12])=[O:11])[CH:5]=[C:6]([Cl:8])[CH:7]=1. Yields the product 1.20, ClC=1C=C(C=C(C1)Cl)NC(=O)NC1=C(C=CC(=C1)C(F)(F)F)OC (N-(3,5-dichlorophenyl)-N'-(2-methoxy-5-(trifluoromethyl)phenyl) urea). Isolated yield 63.0%. Run in C1(=CC=CC=C1)C (toluene), C1(=CC=CC=C1)C (toluene). Reactants: ClC=1C=C(C=C(C1)Cl)N=C=O (3,5-dichlorophenyl isocyanate), COC1=C(N)C=C(C=C1)C(F)(F)F (2-methoxy-5-(trifluoromethyl)aniline). Reported procedure: 3,5-dichlorophenyl isocyanate (0.94 g, 5.0 mmol) in toluene (10 ml) was added to a solution of 2-methoxy-5-(trifluoromethyl)aniline (0.96 g, 5.0 mmol) in toluene (10 ml). The reaction was stirred at RT for 1 hour and the product filtered off. 1.20 (63%) of the title compound was isolated. Starting materials: saturated solution, C(=O)(O)[O-].[Na+] (NaHCO3), C(C)O (ethanol), COC=1C=C(C=CC1)C(=C1CC2CCC(C1)N2CC=C(C)C)C2=CSC=C2 (3-[(3-methoxy-phenyl)-thiophen-3-yl-methylene]-8-(3-methyl-but-2-enyl)-8-aza-bicyclo[3.2.1]octane), B(Br)(Br)Br (boron tribromide). The solvent is C(Cl)Cl (DCM), ClCCl (dichloromethane). Run at time 3 hour. The product is C12CC(CC(CC1)N2)=C(C=2C=C(C=CC2)O)C2=CSC=C2 (3-[(8-Aza-bicyclo[3.2.1]oct-3-ylidene)-thiophen-3-yl-methyl]-phenol). Yield: 24.3%. As a reaction SMILES: C[O:2][C:3]1[CH:4]=[C:5]([C:9]([C:23]2[CH:27]=[CH:26][S:25][CH:24]=2)=[C:10]2[CH2:16][CH:15]3[N:17](CC=C(C)C)[CH:12]([CH2:13][CH2:14]3)[CH2:11]2)[CH:6]=[CH:7][CH:8]=1.B(Br)(Br)Br.C([O-])(O)=O.[Na+].C(O)C>ClCCl>[CH:12]12[NH:17][CH:15]([CH2:14][CH2:13]1)[CH2:16][C:10](=[C:9]([C:23]1[CH:27]=[CH:26][S:25][CH:24]=1)[C:5]1[CH:4]=[C:3]([OH:2])[CH:8]=[CH:7][CH:6]=1)[CH2:11]2 |f:2.3|. Reported procedure: To 400 mg (1.05 mmol) of 3-[(3-methoxy-phenyl)-thiophen-3-yl-methylene]-8-(3-methyl-but-2-enyl)-8-aza-bicyclo[3.2.1]octane in 12 mL of dichloromethane at −78° C. was added 8.43 mL ([1M] in DCM) of boron tribromide drop wise. The reaction solution was slowly warmed to room temperature over 1 hr and allowed to stir 3 hr at room temperature. After 3 hr, to the reaction solution was added 20 mL of a saturated solution of NaHCO3, and 20 mL of 20% ethanol in DCM. The aqueous phase was removed. The org...